This data is from the Open Reaction Database (ORD), a public repository of structured organic reaction records. The task is: describe an organic reaction: reactants, conditions, products, and yield The reactants are O(C1=CC=CC=C1)C1=CC=C(C=C1)O (p-phenoxyphenol), BrC(C(=O)OC)C1=CC=C(C=C1)OCC(C)OC1=CC=C(C=C1)F (methyl bromo{p-[2-(p-fluorophenoxy)propoxy]phenyl}acetate), methanol-benzene. Yields the product O(C1=CC=CC=C1)C1=CC=C(C=C1)C(C(=O)OC)C1=CC=C(C=C1)OCCOC1=CC=C(C=C1)F (Methyl (p-Phenoxyphenyl){p-[2-(p-fluorophenoxy) ethoxy]phenyl}acetate). Reaction SMILES: [O:1]([C:8]1[CH:13]=[CH:12][C:11](O)=[CH:10][CH:9]=1)[C:2]1[CH:7]=[CH:6][CH:5]=[CH:4][CH:3]=1.Br[CH:16]([C:21]1[CH:26]=[CH:25][C:24]([O:27][CH2:28][CH:29]([O:31][C:32]2[CH:37]=[CH:36][C:35]([F:38])=[CH:34][CH:33]=2)C)=[CH:23][CH:22]=1)[C:17]([O:19][CH3:20])=[O:18]>>[O:1]([C:8]1[CH:13]=[CH:12][C:11]([CH:16]([C:21]2[CH:22]=[CH:23][C:24]([O:27][CH2:28][CH2:29][O:31][C:32]3[CH:37]=[CH:36][C:35]([F:38])=[CH:34][CH:33]=3)=[CH:25][CH:26]=2)[C:17]([O:19][CH3:20])=[O:18])=[CH:10][CH:9]=1)[C:2]1[CH:7]=[CH:6][CH:5]=[CH:4][CH:3]=1. Procedure: As described in Example 35, 4.66 g of p-phenoxyphenol is reacted with methyl bromo{p-[2-(p-fluorophenoxy)propoxy]phenyl}acetate (0.02 mole) in refluxing methanol-benzene for 24 hrs to give the product as a viscous oil. Reactants: CCC1Cc2ccccc2C(O)(C2CCN(C)CC2)c2ccsc21, CC(C)O, Cl. Yields the product CCC1Cc2ccccc2C(=C2CCN(C)CC2)c2ccsc21. RXN SMILES: [CH2:1]([CH3:2])[CH:3]1[CH2:4][c:5]2[c:6]([cH:21][cH:22][cH:23][cH:24]2)[C:7]([OH:13])([CH:14]2[CH2:15][CH2:16][N:17]([CH3:20])[CH2:18][CH2:19]2)[c:8]2[c:9]1[s:10][cH:11][cH:12]2.[CH:26]([OH:27])([CH3:28])[CH3:29].[ClH:25]>>[CH2:1]([CH3:2])[CH:3]1[CH2:4][c:5]2[c:6]([cH:21][cH:22][cH:23][cH:24]2)[C:7](=[C:14]2[CH2:15][CH2:16][N:17]([CH3:20])[CH2:18][CH2:19]2)[c:8]2[c:9]1[s:10][cH:11][cH:12]2. Starting materials: Cc1coc(C2CCCN2C(=O)OCc2ccccc2)n1, CCO, [H][H]. Yields the product Cc1coc(C2CCCN2)n1. As a reaction SMILES: [CH2:1]([O:2][C:3](=[O:4])[N:11]1[CH:12]([c:16]2[o:17][cH:18][c:19]([CH3:21])[n:20]2)[CH2:13][CH2:14][CH2:15]1)[c:5]1[cH:6][cH:7][cH:8][cH:9][cH:10]1.[CH3:24][CH2:25][OH:26].[H:22][H:23]>>[NH:11]1[CH:12]([c:16]2[o:17][cH:18][c:19]([CH3:21])[n:20]2)[CH2:13][CH2:14][CH2:15]1. The reactants are C(C1=CC=CC=C1)OC(=O)NC=1C(NC(=CC1)C1=CC=CC=C1)=O (3-Benzyloxycarbonylamino-6-phenylpyrid-2-one), [H-].[Na+] (NaH), [Si](C)(C)(C(C)(C)C)OC(C(C(C)C)NC(CI)=O)C(F)(F)F (N-(2-tert-butyldimethylsilyloxy-3,3,3-trifluoro-1-isopropylpropyl)-2-iodoacetamide). The solvent is Cl (hydrochloric acid), CN(C=O)C (dimethylformamide). Run at time 15 minute. The product is C(C1=CC=CC=C1)OC(=O)NC=1C(N(C(=CC1)C1=CC=CC=C1)CC(=O)NC(C(C(F)(F)F)O[Si](C)(C)C(C)(C)C)C(C)C)=O (2-(3-benzyloxycarbonylamino-2-oxo-6-phenyl-1,2-dihydro-1-pyridyl)-N-(2-tert-butyldimethylsilyloxy-3,3,3-trifluoro-1-isopropylpropyl)acetamide). Yield: 28.3%. RXN SMILES: [CH2:1]([O:8][C:9]([NH:11][C:12]1[C:13](=[O:24])[NH:14][C:15]([C:18]2[CH:23]=[CH:22][CH:21]=[CH:20][CH:19]=2)=[CH:16][CH:17]=1)=[O:10])[C:2]1[CH:7]=[CH:6][CH:5]=[CH:4][CH:3]=1.[H-].[Na+].[Si:27]([O:34][CH:35]([C:45]([F:48])([F:47])[F:46])[CH:36]([NH:40][C:41](=[O:44])[CH2:42]I)[CH:37]([CH3:39])[CH3:38])([C:30]([CH3:33])([CH3:32])[CH3:31])([CH3:29])[CH3:28]>CN(C)C=O.Cl>[CH2:1]([O:8][C:9]([NH:11][C:12]1[C:13](=[O:24])[N:14]([CH2:42][C:41]([NH:40][CH:36]([CH:37]([CH3:39])[CH3:38])[CH:35]([O:34][Si:27]([C:30]([CH3:33])([CH3:32])[CH3:31])([CH3:29])[CH3:28])[C:45]([F:46])([F:48])[F:47])=[O:44])[C:15]([C:18]2[CH:23]=[CH:22][CH:21]=[CH:20][CH:19]=2)=[CH:16][CH:17]=1)=[O:10])[C:2]1[CH:7]=[CH:6][CH:5]=[CH:4][CH:3]=1 |f:1.2|. Reported procedure: 3-Benzyloxycarbonylamino-6-phenylpyrid-2-one (1.7 g) was added to a suspension of NaH (0.14 g) in dry dimethylformamide (50 mL). After 15 min stirring, the turbid, orange solution was treated with N-(2-tert-butyldimethylsilyloxy-3,3,3-trifluoro-1-isopropylpropyl)-2-iodoacetamide (2.65 g) and the mixture was stirred overnight. The mixture was diluted with 10% hydrochloric acid (125 mL) and extracted with ethyl acetate (2 times 150 mL). The combined extracts were washed with 10% hydrochloric acid ... The reactants are CC1CN(C(=O)OC(C)(C)C)CCN1, CS(C)=O, COc1ccc(Cn2ncc([N+](=O)[O-])c2Cl)cc1, [F-], [K+]. Product: COc1ccc(Cn2ncc([N+](=O)[O-])c2N2CCN(C(=O)OC(C)(C)C)CC2C)cc1. As a reaction SMILES: [CH3:21][CH:22]1[CH2:23][N:24]([C:28](=[O:29])[O:30][C:31]([CH3:32])([CH3:33])[CH3:34])[CH2:25][CH2:26][NH:27]1.[CH3:35][S:36]([CH3:37])=[O:38].[Cl:1][c:2]1[c:3]([N+:16](=[O:17])[O-:18])[cH:4][n:5][n:6]1[CH2:7][c:8]1[cH:9][cH:10][c:11]([O:14][CH3:15])[cH:12][cH:13]1.[F-:19].[K+:20]>>[c:2]1([N:27]2[CH:22]([CH3:21])[CH2:23][N:24]([C:28](=[O:29])[O:30][C:31]([CH3:32])([CH3:33])[CH3:34])[CH2:25][CH2:26]2)[c:3]([N+:16](=[O:17])[O-:18])[cH:4][n:5][n:6]1[CH2:7][c:8]1[cH:9][cH:10][c:11]([O:14][CH3:15])[cH:12][cH:13]1. The reactants are CC(=O)O[BH-](OC(C)=O)OC(C)=O, NC1CC1, [Na+], O=C1CCN(C(=O)OCc2ccccc2)CC1. Product: O=C(OCc1ccccc1)N1CCC(NC2CC2)CC1. Reaction SMILES: [C:5]([O:6][BH-:7]([O:8][C:9](=[O:10])[CH3:11])[O:12][C:13](=[O:14])[CH3:15])(=[O:16])[CH3:17].[CH:1]1([NH2:4])[CH2:2][CH2:3]1.[Na+:18].[O:19]=[C:20]1[CH2:21][CH2:22][N:23]([C:26](=[O:27])[O:28][CH2:29][c:30]2[cH:31][cH:32][cH:33][cH:34][cH:35]2)[CH2:24][CH2:25]1>>[CH:1]1([NH:4][CH:20]2[CH2:21][CH2:22][N:23]([C:26](=[O:27])[O:28][CH2:29][c:30]3[cH:31][cH:32][cH:33][cH:34][cH:35]3)[CH2:24][CH2:25]2)[CH2:2][CH2:3]1. Starting materials: CCOC(=O)CC(=O)C(OCC)OCC, C1CCNCC1, CCOC(C)=O, O=Cc1cc([N+](=O)[O-])ccc1Cl, c1ccccc1. Yields the product CCOC(=O)C(=Cc1cc([N+](=O)[O-])ccc1Cl)C(=O)C(OCC)OCC. As a reaction SMILES: [CH2:13]([CH3:14])[O:15][CH:16]([C:17]([CH2:18][C:19](=[O:20])[O:21][CH2:22][CH3:23])=[O:24])[O:25][CH2:26][CH3:27].[CH2:28]1[CH2:29][CH2:30][NH:31][CH2:32][CH2:33]1.[CH3:34][CH2:35][O:36][C:37](=[O:38])[CH3:39].[Cl:1][c:2]1[c:3]([CH:4]=[O:5])[cH:6][c:7]([N+:10](=[O:11])[O-:12])[cH:8][cH:9]1.[cH:40]1[cH:41][cH:42][cH:43][cH:44][cH:45]1>>[Cl:1][c:2]1[c:3]([CH:4]=[C:18]([C:17]([CH:16]([O:15][CH2:13][CH3:14])[O:25][CH2:26][CH3:27])=[O:24])[C:19](=[O:20])[O:21][CH2:22][CH3:23])[cH:6][c:7]([N+:10](=[O:11])[O-:12])[cH:8][cH:9]1.